Dataset: the Open Reaction Database (ORD), a public repository of structured organic reaction records. Task: describe an organic reaction: reactants, conditions, products, and yield The reactants are C(=O)(O)C1=CC=C(C=C1)B(O)O (4-carboxybenzene boronic acid), CC1(OB(OC1(C)C)C1=CC=C(C(=O)N)C=C1)C (4-(4,4,5,5-tetramethyl-[1,3,2]dioxaborolan-2-yl)-benzamide), N (NH3). The product is OCC1=CC=C2CC3=C(NN=C3C3=CC=C(C(=O)N)C=C3)C2=C1 (4-[7-(hydroxymethyl)-1,4-dihydroindeno[1,2-c]pyrazol-3-yl]benzamide). As a reaction SMILES: [C:1]([C:4]1[CH:9]=[CH:8][C:7](B(O)O)=[CH:6][CH:5]=1)([OH:3])=O.CC1(C)C(C)(C)OB([C:21]2[CH:29]=[CH:28][C:24]([C:25]([NH2:27])=[O:26])=[CH:23][CH:22]=2)O1.[NH3:31]>>[OH:3][CH2:1][C:4]1[CH:9]=[C:8]2[C:7]([CH2:28][C:24]3[C:25]([C:21]4[CH:22]=[CH:23][C:24]([C:25]([NH2:27])=[O:26])=[CH:28][CH:29]=4)=[N:27][NH:31][C:23]=32)=[CH:6][CH:5]=1. Reported procedure: The desired product was prepared by replacing Example 1C and 4-carboxybenzene boronic acid with Example 44C and 4-(4,4,5,5-tetramethyl-[1,3,2]dioxaborolan-2-yl)-benzamide in Example 1D. MS (DCI/NH3) m/z: 306.0 (M+H)+; 1H NMR (500 MHz, DMSO-d6) δ 3.88 (s, 2H), 4.59 (s, 2H), 5.22 (s, 1H), 7.25 (d, J=7.80 Hz, 1H), 7.32-7.45 (m, 1H), 7.52 (d, J=7.80 Hz, 1H), 7.65 (s, 1H), 7.88 (s, 2H), 7.99 (d, J=7.80 Hz, 2H), 13.29 (s, 1H). Starting materials: CCOC(=O)C1C2C=CSC21, C1CCOC1, O. Product: CCOC(=O)C1C2SCC(O)C21. As a reaction SMILES: [CH:1]12[CH:2]=[CH:3][S:4][CH:5]1[CH:6]2[C:7](=[O:8])[O:9][CH2:10][CH3:11].[O:13]1[CH2:14][CH2:15][CH2:16][CH2:17]1.[OH2:12]>>[CH:1]12[CH:2]([OH:12])[CH2:3][S:4][CH:5]1[CH:6]2[C:7](=[O:8])[O:9][CH2:10][CH3:11]. Reactants: COc1cc(-c2oc3cc(I)ccc3c(=O)c2OCc2ccccc2)cc(OC)c1OC, C=CCC(C)C, B1C2CCCC1CCC2, Cl[Pd]Cl, [Na+], C1CCOC1, [OH-]. The product is COc1cc(-c2oc3cc(CCCC(C)C)ccc3c(=O)c2OCc2ccccc2)cc(OC)c1OC. Reaction SMILES: [CH2:16]([c:17]1[cH:18][cH:19][cH:20][cH:21][cH:22]1)[O:23][c:24]1[c:25](-[c:36]2[cH:37][c:38]([O:46][CH3:47])[c:39]([O:44][CH3:45])[c:40]([O:42][CH3:43])[cH:41]2)[o:26][c:27]2[cH:28][c:29]([I:35])[cH:30][cH:31][c:32]2[c:33]1=[O:34].[CH3:1][CH:2]([CH2:3][CH:4]=[CH2:5])[CH3:6].[CH:7]12[CH2:8][CH2:9][CH2:10][CH:11]([BH:12]1)[CH2:13][CH2:14][CH2:15]2.[Cl:55][Pd:56][Cl:57].[Na+:54].[O:48]1[CH2:49][CH2:50][CH2:51][CH2:52]1.[OH-:53]>>[CH3:1][CH:2]([CH2:3][CH2:4][CH2:5][c:29]1[cH:28][c:27]2[o:26][c:25](-[c:36]3[cH:37][c:38]([O:46][CH3:47])[c:39]([O:44][CH3:45])[c:40]([O:42][CH3:43])[cH:41]3)[c:24]([O:23][CH2:16][c:17]3[cH:18][cH:19][cH:20][cH:21][cH:22]3)[c:33](=[O:34])[c:32]2[cH:31][cH:30]1)[CH3:6]. Reactants: C(C)(=O)OCC (ethyl acetate), C(C)C1=NC2=C(N1)C=CC=C2OCC2=CC=C(C=C2)OC (2-ethyl-4-(4-methoxybenzyloxy)-1H-benzimidazole), BrCC(=O)OCC (ethyl bromoacetate), C([O-])([O-])=O.[K+].[K+] (potassium carbonate). Solvent: O (water), CN(C=O)C (dimethylformamide). The product is C(C)OC(=O)CN1C(=NC2=C1C=CC=C2OCC2=CC=C(C=C2)OC)CC (1-ethoxycarbonylmethyl-2-ethyl-4-(4-methoxybenzyloxy)-1H-benzimidazole). Isolated yield 66.6%. As a reaction SMILES: [CH2:1]([C:3]1[NH:7][C:6]2[CH:8]=[CH:9][CH:10]=[C:11]([O:12][CH2:13][C:14]3[CH:19]=[CH:18][C:17]([O:20][CH3:21])=[CH:16][CH:15]=3)[C:5]=2[N:4]=1)[CH3:2].Br[CH2:23][C:24]([O:26][CH2:27][CH3:28])=[O:25].C(=O)([O-])[O-].[K+].[K+].C(OCC)(=O)C>CN(C)C=O.O>[CH2:27]([O:26][C:24]([CH2:23][N:7]1[C:6]2[CH:8]=[CH:9][CH:10]=[C:11]([O:12][CH2:13][C:14]3[CH:15]=[CH:16][C:17]([O:20][CH3:21])=[CH:18][CH:19]=3)[C:5]=2[N:4]=[C:3]1[CH2:1][CH3:2])=[O:25])[CH3:28] |f:2.3.4|. Reported procedure: A solution of 2-ethyl-4-(4-methoxybenzyloxy)-1H-benzimidazole (282 mg), ethyl bromoacetate (184 mg) and potassium carbonate (414 mg) in dimethylformamide (3 ml) was stirred for 2 hours, and to the reaction mixture were added ethyl acetate and water. The separated organic layer was washed with brine, dried over magnesium sulfate and evaporated in vacuo. The residue was purified by flash chromatography (ethyl acetate:n-hexane =1:2 to 2:1, v/v) to give 1-ethoxycarbonylmethyl-2-ethyl-4-(4-methoxyben... Reactants: COC=1C=CC(=NC1)N (5-methoxy-2-pyridinamine), C1=CC(=CC=C1C(=O)CBr)Cl (α-bromo-4-chloroacetophenone), C([O-])(O)=O.[Na+] (sodium bicarbonate), alcohol. Yields the product ClC1=CC=C(C=C1)C=1N=C2N(C=C(C=C2)OC)C1 (2-(4-Chlorophenyl)-6-methoxyimidazo[1,2-a]pyridine). Reaction SMILES: [CH3:1][O:2][C:3]1[CH:4]=[CH:5][C:6]([NH2:9])=[N:7][CH:8]=1.[CH:10]1[C:15]([C:16]([CH2:18]Br)=O)=[CH:14][CH:13]=[C:12]([Cl:20])[CH:11]=1.C(=O)(O)[O-].[Na+]>>[Cl:20][C:12]1[CH:13]=[CH:14][C:15]([C:16]2[N:9]=[C:6]3[CH:5]=[CH:4][C:3]([O:2][CH3:1])=[CH:8][N:7]3[CH:18]=2)=[CH:10][CH:11]=1 |f:2.3|. Reported procedure: A mixture of 1.3 g (10.5 mmol) of 5-methoxy-2-pyridinamine, 2.44 g (1eq) of α-bromo-4-chloroacetophenone and 1.76 g (2eq) of sodium bicarbonate in 20 ml of 95% strength alcohol is heated under reflux for 4 h 30 min. under argon. The mixture is evaporated to dryness and the residue taken up between CH2Cl2 and H2O, followed by washing, drying and evaporation. The product is purified by chromatography and then crystallized in ether. M.p. 148°-9° C. The reactants are C1(=CC=CC=C1)/C=C/C=1OC=C(N1)COC1=CC=C(C=C1)CCCCO (4-[4-[2-[(E)-2-phenylethenyl]-4-oxazolylmethoxy]phenyl]butanol), N1N=CN=C1 (1,2,4-triazole). Yields the product C1(=CC=CC=C1)/C=C/C=1OC=C(N1)COC1=CC=C(C=C1)CCCCN1N=CN=C1 (1-[4-[4-[2-[(E)-2-phenylethenyl]-4-oxazolylmethoxy]phenyl]butyl]-1,2,4-triazole). The yield is 71.0%. Reaction SMILES: [C:1]1(/[CH:7]=[CH:8]/[C:9]2[O:10][CH:11]=[C:12]([CH2:14][O:15][C:16]3[CH:21]=[CH:20][C:19]([CH2:22][CH2:23][CH2:24][CH2:25]O)=[CH:18][CH:17]=3)[N:13]=2)[CH:6]=[CH:5][CH:4]=[CH:3][CH:2]=1.[NH:27]1[CH:31]=[N:30][CH:29]=[N:28]1>>[C:1]1(/[CH:7]=[CH:8]/[C:9]2[O:10][CH:11]=[C:12]([CH2:14][O:15][C:16]3[CH:21]=[CH:20][C:19]([CH2:22][CH2:23][CH2:24][CH2:25][N:27]4[CH:31]=[N:30][CH:29]=[N:28]4)=[CH:18][CH:17]=3)[N:13]=2)[CH:6]=[CH:5][CH:4]=[CH:3][CH:2]=1. Procedure: In substantially the same manner as in Working Example 1, 4-[4-[2-[(E)-2-phenylethenyl]-4-oxazolylmethoxy]phenyl]butanol was allowed to react with 1,2,4-triazole to give 1-[4-[4-[2-[(E)-2-phenylethenyl]-4-oxazolylmethoxy]phenyl]butyl]-1,2,4-triazole. The yield was 71%. Recrystallization from ethyl acetate-hexane gave colorless prisms, mp 94-95° C. Starting materials: C(C)C(C=O)=C(C1=CC=C(C=C1)F)C1=CC=C(C=C1)F (2-ethyl-3,3-bis(4-fluorophenyl)- 2-propenal), O1CCCC1 (tetrahydrofuran), C(CCC)[Li] (Butyl lithium), C(C)(C)NC1CCCCC1 (N-isopropylcyclohexylamine), O1CCCC1 (tetrahydrofuran), solution. Run at temperature -40 celsius, time 30 minute. Yields the product C(C)C(C=CC=O)=C(C1=CC=C(C=C1)F)C1=CC=C(C=C1)F (4-Ethyl-5,5-bis(4-fluorophenyl)-2,4-pentadienal). As a reaction SMILES: C([Li])CCC.C(NC1CCCCC1)(C)C.[CH2:16]([C:18](=[C:21]([C:29]1[CH:34]=[CH:33][C:32]([F:35])=[CH:31][CH:30]=1)[C:22]1[CH:27]=[CH:26][C:25]([F:28])=[CH:24][CH:23]=1)C=O)[CH3:17].[O:36]1C[CH2:39][CH2:38][CH2:37]1>>[CH2:16]([C:18](=[C:21]([C:22]1[CH:23]=[CH:24][C:25]([F:28])=[CH:26][CH:27]=1)[C:29]1[CH:30]=[CH:31][C:32]([F:35])=[CH:33][CH:34]=1)[CH:39]=[CH:38][CH:37]=[O:36])[CH3:17]. Reported procedure: Butyl lithium (25.7 mL of 2.1M solution, 54 mmol) was added to a solution of N-isopropylcyclohexylamine in 30 mL tetrahydrofuran at -10° C. After stirring for 30 minutes and cooling to -40° C., N-ethylidenecyclohexamine (27 mL of 2M solution, 54 mmol) was added and the solution stirred for 30 minutes. The solution was further cooled to -70° C. and 2-ethyl-3,3-bis(4-fluorophenyl)- 2-propenal(4.9 g, 18 mmol) in 40 mL of tetrahydrofuran was added. The mixture was stirred for 5 hours and quenched wi... The reactants are O (water), CC1=NOC(=C1COC1=CC=C(C=C1)C[C@@H](C(=O)OC)NC=1SC=C(N1)C1=CC=CC=C1)C (methyl(2S)-3-{4-[(3,5-dimethylisoxazol-4-yl)methoxy]phenyl}-2-[(4-phenyl-1,3-thiazol-2-yl)amino]propionate), Cl (HCl), [Li+].[OH-] (LiOH). Solvent: C1CCOC1.CO.O (THF MeOH H2O). Conditions: time 3 day. The product is CC1=NOC(=C1COC1=CC=C(C=C1)C[C@@H](C(=O)O)NC=1SC=C(N1)C1=CC=CC=C1)C ((2S)-3-{4-[(3,5-Dimethylisoxazol-4-yl)methoxy]phenyl}-2-[(4-phenyl-1,3-thiazol-2-yl)amino]propionic acid). As a reaction SMILES: [CH3:1][C:2]1[C:6]([CH2:7][O:8][C:9]2[CH:14]=[CH:13][C:12]([CH2:15][C@H:16]([NH:21][C:22]3[S:23][CH:24]=[C:25]([C:27]4[CH:32]=[CH:31][CH:30]=[CH:29][CH:28]=4)[N:26]=3)[C:17]([O:19]C)=[O:18])=[CH:11][CH:10]=2)=[C:5]([CH3:33])[O:4][N:3]=1.[Li+].[OH-].Cl.O>C1COCC1.CO.O>[CH3:1][C:2]1[C:6]([CH2:7][O:8][C:9]2[CH:10]=[CH:11][C:12]([CH2:15][C@H:16]([NH:21][C:22]3[S:23][CH:24]=[C:25]([C:27]4[CH:28]=[CH:29][CH:30]=[CH:31][CH:32]=4)[N:26]=3)[C:17]([OH:19])=[O:18])=[CH:13][CH:14]=2)=[C:5]([CH3:33])[O:4][N:3]=1 |f:1.2,5.6.7|. Reported procedure: The crude product from Step B was dissolved in a THF/MeOH/H2O mixture (6:0.1:1; 2 ml). Aqueous 1M LiOH solution (1.6 ml) was added and the mixture was stirred for 3 days at room temperature. Then the reaction mixture was neutralized with 1M HCl, a small amount of water was added, and the mixture extracted with ethyl acetate. The solvent was evaporated. The reactants are O (Water), BrC=1C=CC(=NC1)F (5-bromo-2-fluoropyridine), CN (methylamine). Solvent: C1CCOC1 (THF), C1CCOC1 (THF). Product: BrC=1C=CC(=NC1)NC ((5-Bromo-pyridin-2-yl)-methyl-amine). Isolated yield 24.0%. Reaction SMILES: [Br:1][C:2]1[CH:3]=[CH:4][C:5](F)=[N:6][CH:7]=1.[CH3:9][NH2:10].O>C1COCC1>[Br:1][C:2]1[CH:3]=[CH:4][C:5]([NH:10][CH3:9])=[N:6][CH:7]=1. Procedure details: A solution of 5-bromo-2-fluoropyridine (2.5 g, 14 mmol) in THF (50 mL) was stirred with a solution of methylamine in THF (c=2 mol/L) (35 mL, 70 mmol) at 23° C. for 16 h. Water was added and the mixture was extracted with ether, the organic layer was dried over Na2SO4. Removal of the solvent in vacuum left a residue which was purified by silica gel column chromatography with heptane/ether, followed by trituration with heptane to give the title compound as a white solid (630 mg, 24%). MS (ISP) 187... Reactants: Cl (hydrochloric acid), OC1=C(C(=O)OCC)C=C(C=C1)C#CC1=CC(=CC=C1)S(=O)(=O)NC1=NC=CC=C1C (Ethyl 2-hydroxy-5-[[3-[(3-methyl-2-pyridinylamino)sulfonyl]-phenyl]ethynyl]benzoate), [OH-].[K+] (potassium hydroxide), C(C)O (ethanol). Solvent: O (water). Product: OC1=C(C(=O)O)C=C(C=C1)C#CC1=CC(=CC=C1)S(=O)(=O)NC1=NC=CC=C1C (2-Hydroxy-5-[[3-[(3-methyl-2-pyridinylamino)sulfonyl]-phenyl]-ethynyl]benzoic acid). Reaction SMILES: [OH:1][C:2]1[CH:12]=[CH:11][C:10]([C:13]#[C:14][C:15]2[CH:20]=[CH:19][CH:18]=[C:17]([S:21]([NH:24][C:25]3[C:30]([CH3:31])=[CH:29][CH:28]=[CH:27][N:26]=3)(=[O:23])=[O:22])[CH:16]=2)=[CH:9][C:3]=1[C:4]([O:6]CC)=[O:5].[OH-].[K+].C(O)C.Cl>O>[OH:1][C:2]1[CH:12]=[CH:11][C:10]([C:13]#[C:14][C:15]2[CH:20]=[CH:19][CH:18]=[C:17]([S:21]([NH:24][C:25]3[C:30]([CH3:31])=[CH:29][CH:28]=[CH:27][N:26]=3)(=[O:23])=[O:22])[CH:16]=2)=[CH:9][C:3]=1[C:4]([OH:6])=[O:5] |f:1.2|. Procedure: Ethyl 2-hydroxy-5-[[3-[(3-methyl-2-pyridinylamino)sulfonyl]-phenyl]ethynyl]benzoate (4 g, 9.2 mmol) was added to a boiling solution of potassium hydroxide (6 g, 90 mmol) in water (100 ml). After 15 min ethanol (50 ml) was added and the solution acidified with hydrochloric acid, the product was collected by filtration and dried at 110° C. Yield 3.5 g, 93%.